From a dataset of the Open Reaction Database (ORD), a public repository of structured organic reaction records. describe an organic reaction: reactants, conditions, products, and yield The reactants are NC=1C=C(CN2C=CC3=CC(=CC=C23)C(=O)NS(=O)(=O)C2=C(C=CC=C2)C)C=CC1 (N-[1-(3-aminobenzyl)indol-5-ylcarbonyl]-2-methylbenzene sulphonamide), CC(CC(=O)O)CC (3-methylvaleric acid), Cl.CN(CCCN=C=NCC)C (1-(3-dimethylaminopropyl)-3-ethylcarbodiimide hydrochloride). The reagents and catalysts are CN(C1=CC=NC=C1)C (4-dimethylaminopyridine). The solvent is ClCCl (dichloromethane). Conditions: time 96 hour. Yields the product CC(CCC(=O)NC=1C=C(CN2C=CC3=CC(=CC=C23)C(=O)NS(=O)(=O)C2=C(C=CC=C2)C)C=CC1)C (N-{1-[3-(3-methylbutylcarbonylamino)benzyl]indol-5-ylcarbonyl}-2-methylbenzene sulphonamide). RXN SMILES: [NH2:1][C:2]1[CH:3]=[C:4]([CH:28]=[CH:29][CH:30]=1)[CH2:5][N:6]1[C:14]2[C:9](=[CH:10][C:11]([C:15]([NH:17][S:18]([C:21]3[CH:26]=[CH:25][CH:24]=[CH:23][C:22]=3[CH3:27])(=[O:20])=[O:19])=[O:16])=[CH:12][CH:13]=2)[CH:8]=[CH:7]1.C[CH:32]([CH2:37][CH3:38])[CH2:33][C:34]([OH:36])=O.Cl.[CH3:40]N(C)CCCN=C=NCC>CN(C)C1C=CN=CC=1.ClCCl>[CH3:40][CH:37]([CH3:38])[CH2:32][CH2:33][C:34]([NH:1][C:2]1[CH:3]=[C:4]([CH:28]=[CH:29][CH:30]=1)[CH2:5][N:6]1[C:14]2[C:9](=[CH:10][C:11]([C:15]([NH:17][S:18]([C:21]3[CH:26]=[CH:25][CH:24]=[CH:23][C:22]=3[CH3:27])(=[O:20])=[O:19])=[O:16])=[CH:12][CH:13]=2)[CH:8]=[CH:7]1)=[O:36] |f:2.3|. Procedure details: A mixture of the amine (Example 4) (0.25 g), 3-methylvaleric acid (0.07 g), 1-(3-dimethylaminopropyl)-3-ethylcarbodiimide hydrochloride (0.126 g) and 4-dimethylaminopyridine (0.02 g) in dichloromethane (5 ml) was stirred at room temperature for 96 hours. The reaction mixture was washed with water then saturated brine, dried over anhydrous magnesium sulphate, filtered and evaporated in vacuo. Purification by flash chromatography on silica, eluting with 0-30% ethyl acetate in hexane, afforded N-{1... Starting materials: [N+](=O)([O-])C1=CC=C(CC=2C=CC(=NC2)C(=O)OC)C=C1 (methyl 5-(4-nitrobenzyl)picolinate), C(C)(=O)OC(C)=O (acetic anhydride). The reagents and catalysts are [C].[Pd] (palladium-carbon). Run in C(C)(=O)O (acetic acid). Reaction conditions: time 1.5 hour. Yields the product N(C(=O)C)C1=CC=C(CC=2C=CC(=NC2)C(=O)OC)C=C1 (methyl 5-(4-acetaminobenzyl)picolinate). RXN SMILES: [N+:1]([C:4]1[CH:20]=[CH:19][C:7]([CH2:8][C:9]2[CH:10]=[CH:11][C:12]([C:15]([O:17][CH3:18])=[O:16])=[N:13][CH:14]=2)=[CH:6][CH:5]=1)([O-])=O.[C:21](OC(=O)C)(=[O:23])[CH3:22]>[C].[Pd].C(O)(=O)C>[NH:1]([C:4]1[CH:20]=[CH:19][C:7]([CH2:8][C:9]2[CH:10]=[CH:11][C:12]([C:15]([O:17][CH3:18])=[O:16])=[N:13][CH:14]=2)=[CH:6][CH:5]=1)[C:21]([CH3:22])=[O:23] |f:2.3|. Reported procedure: 3.0 Grams of methyl 5-(4-nitrobenzyl)picolinate were dissolved in 150 ml. of a mixture of acetic acid and acetic anhydride (4:1). The resulting solution was added with 6.0 g of 5% palladium-carbon. Catalytic reduction was carried out at room temperature under atmospheric pressure. After 1.5 hours, the reaction solution was subjected to filtration and the filtrate was concentrated under reduced pressure. The residue was added with n-hexane to form crystals. The crystals were recrystallized from a... The reactants are N1(C=NC=C1)CC=1N=C(OC1)C1=CC=C(C=C1)O (4-[4-(imidazol-1-ylmethyl)-oxazol-2-yl]-phenol), C([O-])([O-])=O.[Cs+].[Cs+] (cesium carbonate), ClCC=1N=C(OC1)C=CC1=C(C=C(C=C1)C(F)(F)F)F (4-chloromethyl-2-[2-(2-fluoro-4-trifluoromethyl-phenyl)-vinyl]-oxazole), [I-].[K+] (potassium iodide). The solvent is CC(CC)=O (butanone). Conditions: temperature 60 celsius, time 30 minute. Product: FC1=C(C=CC(=C1)C(F)(F)F)/C=C/C=1OC=C(N1)COC1=CC=C(C=C1)C=1OC=C(N1)CN1C=NC=C1 (2-[(E)-2-(2-fluoro-4-trifluoromethyl-phenyl)-vinyl]-4-[4-(4-imidazol -1-ylmethyl-oxazol-2-yl)-phenoxymethyl]-oxazole). Yield: 39.6%. RXN SMILES: [N:1]1([CH2:6][C:7]2[N:8]=[C:9]([C:12]3[CH:17]=[CH:16][C:15]([OH:18])=[CH:14][CH:13]=3)[O:10][CH:11]=2)[CH:5]=[CH:4][N:3]=[CH:2]1.C(=O)([O-])[O-].[Cs+].[Cs+].Cl[CH2:26][C:27]1[N:28]=[C:29]([CH:32]=[CH:33][C:34]2[CH:39]=[CH:38][C:37]([C:40]([F:43])([F:42])[F:41])=[CH:36][C:35]=2[F:44])[O:30][CH:31]=1.[I-].[K+]>CC(=O)CC>[F:44][C:35]1[CH:36]=[C:37]([C:40]([F:43])([F:41])[F:42])[CH:38]=[CH:39][C:34]=1/[CH:33]=[CH:32]/[C:29]1[O:30][CH:31]=[C:27]([CH2:26][O:18][C:15]2[CH:16]=[CH:17][C:12]([C:9]3[O:10][CH:11]=[C:7]([CH2:6][N:1]4[CH:5]=[CH:4][N:3]=[CH:2]4)[N:8]=3)=[CH:13][CH:14]=2)[N:28]=1 |f:1.2.3,5.6|. Procedure: A mixture of 0.121 g (0.50 mmol) 4-[4-(imidazol-1-ylmethyl)-oxazol-2-yl]-phenol and 0.10 g (0.30 mmol) cesium carbonate in 10 ml butanone was stirred at 60° C. for 30 min, then 0.153 g (0.50 mmol) 4-chloromethyl-2-[2-(2-fluoro-4-trifluoromethyl-phenyl)-vinyl]-oxazole and 0.083 g (0.50 mmol) potassium iodide were added and stirring at 60° C. continued over night. After evaporation, 15 ml water was added and the mixture extracted with two portions of 15 ml ethyl acetate. The combined organic layer... Starting materials: O (H2O), IC1=NN(C=C1C1=NC=NC=C1)C(C)C (4-(3-Iodo-1-isopropyl-1H-pyrazol-4-yl)-pyrimidine), ClC1=CNC2=NC=C(C=C21)B2OC(C(O2)(C)C)(C)C (3-chloro-5-(4,4,5,5-tetramethyl-[1,3,2]dioxaborolan-2-yl)-1H-pyrrolo[2,3-b]pyridine), C(=O)([O-])[O-].[Na+].[Na+] (Na2CO3). The reagents and catalysts are C1=CC=C(C=C1)P([C-]2C=CC=C2)C3=CC=CC=C3.C1=CC=C(C=C1)P([C-]2C=CC=C2)C3=CC=CC=C3.[Fe+2].Cl[Pd]Cl (DPPF PdCl2). Solvent: CN(C)C=O (DMF). Run at temperature 100 celsius. Yields the product ClC1=CNC2=NC=C(C=C21)C2=NN(C=C2C2=NC=NC=C2)C(C)C (3-chloro-5-(1-isopropyl-4-(pyrimidin-4-yl)-1H-pyrazol-3-yl)-1H-pyrrolo[2,3-b]pyridine). As a reaction SMILES: I[C:2]1[C:6]([C:7]2[CH:12]=[CH:11][N:10]=[CH:9][N:8]=2)=[CH:5][N:4]([CH:13]([CH3:15])[CH3:14])[N:3]=1.[Cl:16][C:17]1[C:25]2[C:20](=[N:21][CH:22]=[C:23](B3OC(C)(C)C(C)(C)O3)[CH:24]=2)[NH:19][CH:18]=1.C([O-])([O-])=O.[Na+].[Na+].O>CN(C=O)C.C1C=CC(P(C2C=CC=CC=2)[C-]2C=CC=C2)=CC=1.C1C=CC(P(C2C=CC=CC=2)[C-]2C=CC=C2)=CC=1.[Fe+2].Cl[Pd]Cl>[Cl:16][C:17]1[C:25]2[C:20](=[N:21][CH:22]=[C:23]([C:2]3[C:6]([C:7]4[CH:12]=[CH:11][N:10]=[CH:9][N:8]=4)=[CH:5][N:4]([CH:13]([CH3:15])[CH3:14])[N:3]=3)[CH:24]=2)[NH:19][CH:18]=1 |f:2.3.4,7.8.9.10|. Procedure: A mixture of 4-(3-Iodo-1-isopropyl-1H-pyrazol-4-yl)-pyrimidine (0.05 g, 0.2 mmol), 3-chloro-5-(4,4,5,5-tetramethyl-[1,3,2]dioxaborolan-2-yl)-1H-pyrrolo[2,3-b]pyridine (0.089 g, 0.318 mmol) and 2 M aq Na2CO3 (0.067 g, 0.636 mmol, 0.318 mL 3.0 Eq) in DMF (4 mL) was bubbled with Nitrogen for 15 min and DPPF PdCl2 (0.0140 g, 0.019 mmol, 0.06 Eq) was added and then heated in biotage microwave initiator for 2.0 hour at 100° C. and under a high absorption. The resultant black reaction was cooled to roo...